describe an organic reaction: reactants, conditions, products, and yield From a dataset of the Open Reaction Database (ORD), a public repository of structured organic reaction records. The reactants are C(=C)(C)C1=CN(/C(/S1)=N/C(=O)C12CC3CC2CC(C1)C3)CCOC (Hexahydro-2,5-methano-pentalene-3a-carboxylic acid[5-isopropenyl-3-(2-methoxy-ethyl)-3H-thiazol-(2Z)-ylidene]-amide), ICI (diiodomethane), C(C)[Zn]CC (diethylzinc), C(OC)COC (dimethoxyethane). Run in C(Cl)Cl (CH2Cl2), C(Cl)Cl (CH2Cl2). Run at temperature -10 celsius, time 10 minute. The product is C(C)(=O)[O-].[NH4+] (ammonium acetate), COCCN1/C(/SC(=C1)C1(CC1)C)=N/C(=O)C12CC3CC2CC(C1)C3 (N-[(2Z)-3-(2-methoxyethyl)-5-(1-methylcyclopropyl)-1,3-thiazol-2(3H)-ylidene]hexahydro-2,5-methanopentalene-3a(1H)-carboxamide). Reaction SMILES: [CH2:1]([CH2:4][O:5]C)OC.[CH2:7]([Zn]CC)C.ICI.[C:15]([C:18]1[S:22]/[C:21](=[N:23]\[C:24]([C:26]23[CH2:33][CH:32]4[CH2:34][CH:28]([CH2:29][CH:30]2[CH2:31]4)[CH2:27]3)=[O:25])/[N:20]([CH2:35][CH2:36][O:37][CH3:38])[CH:19]=1)([CH3:17])=[CH2:16]>C(Cl)Cl>[C:4]([O-:5])(=[O:25])[CH3:1].[NH4+:20].[CH3:38][O:37][CH2:36][CH2:35][N:20]1[CH:19]=[C:18]([C:15]2([CH3:7])[CH2:17][CH2:16]2)[S:22]/[C:21]/1=[N:23]\[C:24]([C:26]12[CH2:33][CH:32]3[CH2:34][CH:28]([CH2:29][CH:30]1[CH2:31]3)[CH2:27]2)=[O:25] |f:5.6|. Procedure: A 20 mL vial was charged with 1 mL of CH2Cl2 and dimethoxyethane (78 μL, 0.75 mmol). The solution was cooled to −10° C. and diethylzinc (89 mg, 0.72 mmol) was added. To this solution was added diiodomethane (402 mg, 1.5 mmol) dropwise. After the addition was complete, the resulting clear solution was stirred for 10 minutes at −10° C. then a solution of Example 221C (65 mg, 0.19 mmol) in CH2Cl2 (0.5 mL) was added. The reaction mixture was stirred overnight at room temperature then quenched with w... Run in CCOC(=O)C (EtOAc), O (water), CC(C)O (iPrOH), CC(C)O (iPrOH). Product: FC(C(CC)(O)C1=CN=C(S1)SC=1C=C2C=CC=3N(C2=CC1)C(=NN3)C3=CC=CC=C3)(F)F (1,1,1-Trifluoro-2-[2-(1-phenyl-[1,2,4]triazolo[4,3-a]quinolin-7-ylsulfanyl)-thiazol-5-yl]-butan-2-ol). As a reaction SMILES: I[C:2]1[CH:3]=[C:4]2[C:9](=[CH:10][CH:11]=1)[N:8]1[C:12]([C:15]3[CH:20]=[CH:19][CH:18]=[CH:17][CH:16]=3)=[N:13][N:14]=[C:7]1[CH:6]=[CH:5]2.C(=O)([O-])[O-].[K+].[K+].C(O[C:30](=O)[CH2:31][C:32]([OH:43])([C:37]1[S:41][C:40]([SH:42])=[N:39][CH:38]=1)[C:33]([F:36])([F:35])[F:34])C.CCOCCO>CC(O)C.CCOC(C)=O.O.[Cu](I)I>[F:36][C:33]([F:34])([F:35])[C:32]([C:37]1[S:41][C:40]([S:42][C:2]2[CH:3]=[C:4]3[C:9](=[CH:10][CH:11]=2)[N:8]2[C:12]([C:15]4[CH:20]=[CH:19][CH:18]=[CH:17][CH:16]=4)=[N:13][N:14]=[C:7]2[CH:6]=[CH:5]3)=[N:39][CH:38]=1)([OH:43])[CH2:31][CH3:30] |f:1.2.3|. Reagents/catalysts: [Cu](I)I (copper iodide). Starting materials: IC=1C=C2C=CC=3N(C2=CC1)C(=NN3)C3=CC=CC=C3 (7-Iodo-1-phenyl-[1,2,4]triazolo[4,3-a]quinoline), C(C)OC(CC(C(F)(F)F)(C1=CN=C(S1)S)O)=O (4,4,4-Trifluoro-3-hydroxy-3-(2-mercapto-thiazol-5-yl)-butyric acid ethyl ester), CCOCCO (ethyl glycol), C([O-])([O-])=O.[K+].[K+] (potassium carbonate). Run at temperature 90 celsius. Procedure: 7-Iodo-1-phenyl-[1,2,4]triazolo[4,3-a]quinoline (10c, 140 mg, 0.38 mmol), copper iodide (14 mg, 0.08 mmol), and potassium carbonate (105 mg, 0.76 mmol) were suspended in iPrOH (1 mL). 10b (92 mg, 0.38 mmol) in iPrOH (1 mL) was added, followed by ethyl glycol (0.04 mL, 0.76 mmol), and the reaction was heated to 90° C. overnight. The reaction was diluted with EtOAc and water, and the aqueous layer was extracted with EtOAc. The combined organic layers were dried over MgSO4, filtered, and concentrat... Reactants: ClC1=CC=C(C=C1)C1=CC(=NN1C1=C(C=C(C=C1)Cl)Cl)C(=O)OCC (ethyl 5-(4-chlorophenyl)-1-(2,4-dichlorophenyl)-1H-pyrazole-3-carboxylate), ClCl (chlorine). Solvent: C(C)(=O)O (acetic acid). Reaction conditions: time 2 hour. Product: ClC=1C(=NN(C1C1=CC=C(C=C1)Cl)C1=C(C=C(C=C1)Cl)Cl)C(=O)OCC (Ethyl 4-chloro-5-(4-chlorophenyl)-1-(2,4-dichlorophenyl)-1H-pyrazole-3-carboxylate). Isolated yield 95.0%. As a reaction SMILES: [Cl:1][C:2]1[CH:7]=[CH:6][C:5]([C:8]2[N:12]([C:13]3[CH:18]=[CH:17][C:16]([Cl:19])=[CH:15][C:14]=3[Cl:20])[N:11]=[C:10]([C:21]([O:23][CH2:24][CH3:25])=[O:22])[CH:9]=2)=[CH:4][CH:3]=1.[Cl:26]Cl>C(O)(=O)C>[Cl:26][C:9]1[C:10]([C:21]([O:23][CH2:24][CH3:25])=[O:22])=[N:11][N:12]([C:13]2[CH:18]=[CH:17][C:16]([Cl:19])=[CH:15][C:14]=2[Cl:20])[C:8]=1[C:5]1[CH:4]=[CH:3][C:2]([Cl:1])=[CH:7][CH:6]=1. Procedure details: To a solution of ethyl 5-(4-chlorophenyl)-1-(2,4-dichlorophenyl)-1H-pyrazole-3-carboxylate (3.0 g, 7.6 mmol) in acetic acid (30 ml) at room temperature was bubbled chlorine gas for 10 minutes. The reaction mixture was stirred at room temperature for 2 hours and the resulting solution was quenched with water (100 ml). The organic solution was extracted with diethyl ether (100 ml×2). With saturated sodium bicarbonate solution, remained acetic acid was removed and organic phase was evaporated with ... Starting materials: OC(CCO)[C@@H]1[C@@H](OC2(O1)CCCCC2)COCC(=O)OC(C)(C)C (1,1-dimethylethyl [[(2S,3R) 3-(1,3-dihydroxypropyl)-1,4-dioxaspiro[4,5]dec-2-yl]methoxy]acetate), I(=O)(=O)(=O)[O-] (periodate). Run in CC(=O)C (acetone), O (water). Conditions: time 4 hour. The product is C(=O)[C@@H]1[C@@H](OC2(O1)CCCCC2)COCC(=O)OC(C)(C)C (1,1-dimethylethyl [[(2S,3S) 3-formyl-1,4-dioxaspiro[4,5]dec-2-yl]methoxy]acetate). The yield is 92.2%. Reaction SMILES: [OH:1][CH:2]([C@H:6]1[O:10][C:9]2([CH2:15][CH2:14][CH2:13][CH2:12][CH2:11]2)[O:8][C@H:7]1[CH2:16][O:17][CH2:18][C:19]([O:21][C:22]([CH3:25])([CH3:24])[CH3:23])=[O:20])CCO.I([O-])(=O)(=O)=O>CC(C)=O.O>[CH:2]([C@H:6]1[O:10][C:9]2([CH2:15][CH2:14][CH2:13][CH2:12][CH2:11]2)[O:8][C@H:7]1[CH2:16][O:17][CH2:18][C:19]([O:21][C:22]([CH3:25])([CH3:24])[CH3:23])=[O:20])=[O:1]. Procedure details: A solution of 1,1-dimethylethyl [[(2S,3R) 3-(1,3-dihydroxypropyl)-1,4-dioxaspiro[4,5]dec-2-yl]methoxy]acetate (50 g, 138 mmol) in acetone (350 mL) was treated with a solution of periodate (50 g, 235 mmol, 1.7 eq) in water (1.2 L). The reaction mixture was stirred vigorously under nitrogen and monitored by TLC. After about 4 hours, the reaction was complete by TLC analysis. Acetone was removed under reduced pressure without heating. The reaction mixture was extracted with ethyl acetate (3×500 mL)... Reactants: FC=1C=C2C(C(=CNC2=NC1N1CCN(CC1)C(C(F)(F)F)=O)C(=O)OCC)=O (Ethyl 6-fluoro-1,4-dihydro-4-oxo-7-(4-trifluoroacetyl-1-piperazinyl)-1,8-naphthyridine-3-carboxylate), C(C)I (ethyl iodide), C([O-])([O-])=O.[K+].[K+] (potassium carbonate). Run in CN(C=O)C (dimethyl formamide). The product is C(C)N1C=C(C(C2=CC(=C(N=C12)N1CCN(CC1)C(C(F)(F)F)=O)F)=O)C(=O)OCC (ethyl 1-ethyl-6-fluoro-1,4-dihydro-4-oxo-7-(4-trifluoroacetyl-1-piperazinyl)-1,8-naphthyridine-3-carboxylate). Reaction SMILES: [F:1][C:2]1[CH:3]=[C:4]2[C:9](=[N:10][C:11]=1[N:12]1[CH2:17][CH2:16][N:15]([C:18](=[O:23])[C:19]([F:22])([F:21])[F:20])[CH2:14][CH2:13]1)[NH:8][CH:7]=[C:6]([C:24]([O:26][CH2:27][CH3:28])=[O:25])[C:5]2=[O:29].[CH2:30](I)[CH3:31].C(=O)([O-])[O-].[K+].[K+]>CN(C)C=O>[CH2:30]([N:8]1[C:9]2[C:4](=[CH:3][C:2]([F:1])=[C:11]([N:12]3[CH2:13][CH2:14][N:15]([C:18](=[O:23])[C:19]([F:21])([F:20])[F:22])[CH2:16][CH2:17]3)[N:10]=2)[C:5](=[O:29])[C:6]([C:24]([O:26][CH2:27][CH3:28])=[O:25])=[CH:7]1)[CH3:31] |f:2.3.4|. Procedure: Ethyl 6-fluoro-1,4-dihydro-4-oxo-7-(4-trifluoroacetyl-1-piperazinyl)-1,8-naphthyridine-3-carboxylate was treated with ethyl iodide and potassium carbonate in dimethyl formamide by the same procedure as described in Example 1 to form ethyl 1-ethyl-6-fluoro-1,4-dihydro-4-oxo-7-(4-trifluoroacetyl-1-piperazinyl)-1,8-naphthyridine-3-carboxylate. This product was hydrolyzed by treating with aqueous potassium carbonate in a mixture of chloroform and methanol to give ethyl 1-ethyl-6-fluoro-1,4-dihydro-4... The reactants are C(C1=CC=CC=C1)N1C(=O)N(C=2N=CN(C2C1=O)COCC)C (1-benzyl-7-ethoxymethyl-3-methylxanthine), Cl (hydrochloric acid). Conditions: temperature 60 celsius, time 6 hour. Product: Cl.C(C1=CC=CC=C1)N1C(=O)N(C=2N=CNC2C1=O)C (1-Benzyl-3-methylxanthine hydrochloride). RXN SMILES: [CH2:1]([N:8]1[C:17](=[O:18])[C:16]2[N:15](COCC)[CH:14]=[N:13][C:12]=2[N:11]([CH3:23])[C:9]1=[O:10])[C:2]1[CH:7]=[CH:6][CH:5]=[CH:4][CH:3]=1.[ClH:24]>>[ClH:24].[CH2:1]([N:8]1[C:17](=[O:18])[C:16]2[NH:15][CH:14]=[N:13][C:12]=2[N:11]([CH3:23])[C:9]1=[O:10])[C:2]1[CH:3]=[CH:4][CH:5]=[CH:6][CH:7]=1 |f:2.3|. Procedure details: The unpurified 1-benzyl-7-ethoxymethyl-3-methylxanthine was treated with 1000 ml of 5N hydrochloric acid and stirred at 60° C. for 6 hours. The precipitated solid was filtered off with suction, washed with ethanol and dried under reduced pressure (164 g). It was possible from the mother liquor, after concentrating to approximately 50%, to isolate a further 35 g of the desired product.